This data is from the Open Reaction Database (ORD), a public repository of structured organic reaction records. The task is: describe an organic reaction: reactants, conditions, products, and yield Reactants: ClC=1C=C(C=CC1C#N)N[C@@H](CC(=O)OC(C)(C)C)CNCC (1,1-dimethylethyl (3S)-3-[(3-chloro-4-cyanophenyl)amino]-4-(ethylamino)butanoate). The solvent is CO (MeOH), Cl.O1CCOCC1 (HCl dioxane). Run at temperature 60 celsius. Yields the product Cl.ClC=1C=C(C=CC1C#N)N[C@@H](CC(=O)OC)CNCC (Methyl (3S)-3-[(3-chloro-4-cyanophenyl)amino]-4-(ethylamino)butanoate, hydrochloride). As a reaction SMILES: [Cl:1][C:2]1[CH:3]=[C:4]([NH:10][C@H:11]([CH2:20][NH:21][CH2:22][CH3:23])[CH2:12][C:13]([O:15][C:16](C)(C)C)=[O:14])[CH:5]=[CH:6][C:7]=1[C:8]#[N:9]>CO.Cl.O1CCOCC1>[ClH:1].[Cl:1][C:2]1[CH:3]=[C:4]([NH:10][C@H:11]([CH2:20][NH:21][CH2:22][CH3:23])[CH2:12][C:13]([O:15][CH3:16])=[O:14])[CH:5]=[CH:6][C:7]=1[C:8]#[N:9] |f:2.3,4.5|. Procedure details: The 1,1-dimethylethyl (3S)-3-[(3-chloro-4-cyanophenyl)amino]-4-(ethylamino)butanoate from the previous step was dissolved in a mixture of MeOH (150 mL) and 4N HCl/dioxane (20 mL) and heated to 60° C. for 3 h. The solvents were concentrated to a slurry, Et2O (200 mL) was added, the solid filtered, washed well with Et2O to give the titled compound (4.0 g). Starting materials: BrC1=C2NC=3C(=CC=CC3C(C2=CC=C1)=O)C(=O)O (5-bromo-9-oxoacridan-4-carboxylic acid). The solvent is CO.O (MeOH H2O). The product is BrC1=C2N=C3C(=CC=CC3=CC2=CC=C1)C(=O)O (5-bromoacridine-4-carboxylic acid). The yield is 70.0%. RXN SMILES: [Br:1][C:2]1[CH:15]=[CH:14][CH:13]=[C:12]2[C:3]=1[NH:4][C:5]1[C:6]([C:17]([OH:19])=[O:18])=[CH:7][CH:8]=[CH:9][C:10]=1[C:11]2=O>CO.O>[Br:1][C:2]1[CH:15]=[CH:14][CH:13]=[C:12]2[C:3]=1[N:4]=[C:5]1[C:10](=[CH:11]2)[CH:9]=[CH:8][CH:7]=[C:6]1[C:17]([OH:19])=[O:18] |f:1.2|. Procedure details: Reduction of the known [Rewcastle and Denny, Synthesis, 1985, 217] 5-bromo-9-oxoacridan-4-carboxylic acid as above gave 5-bromoacridine-4-carboxylic acid (70%), mp (MeOH/H2O) 327° C. (dec). 1H NMR [(CD3)2SO] δ 7.71 (dd, J=8.3, 7.4 Hz, 1 H, H-2), 7.94 (dd, J=8.4, 7.1 Hz, 1 H, H-7), 8.40 (dd, J=8.7, 0.8 Hz, 1 H, ArH), 8.50 (dd, J=7.3, 1.0 Hz, 1 H, ArH), 8.64 (dd, J=8.3, 1.3 Hz, 1 H, ArH), 8.85 (dd, J=7.1, 1.3 Hz, 1 H, ArH), 9.66 (s, 1 H, H-9), 16.77 (br s, 1 H, COOH). Anal. (C14H8BrNO2) C, H, N, B...